From a dataset of the Open Reaction Database (ORD), a public repository of structured organic reaction records. describe an organic reaction: reactants, conditions, products, and yield Reactants: ClCCl, CN(C)C=O, OCc1coc2ccc(F)cc12, O=S(Cl)Cl. Yields the product Fc1ccc2occ(CCl)c2c1. RXN SMILES: [CH2:22]([Cl:23])[Cl:24].[CH3:13][N:14]([CH3:15])[CH:16]=[O:17].[F:1][c:2]1[cH:3][cH:4][c:5]2[c:6]([c:7]([CH2:10][OH:11])[cH:8][o:9]2)[cH:12]1.[S:18]([Cl:19])([Cl:20])=[O:21]>>[F:1][c:2]1[cH:3][cH:4][c:5]2[c:6]([c:7]([CH2:10][Cl:20])[cH:8][o:9]2)[cH:12]1. Reactants: [Br-], N#Cc1ccc(Br)cc1, COc1ccc([Mg+])cc1, C1CCOC1, O. Yields the product COc1ccc(C(=N)c2ccc(Br)cc2)cc1. Reaction SMILES: [Br-:1].[Br:11][c:12]1[cH:13][cH:14][c:15]([C:16]#[N:17])[cH:18][cH:19]1.[CH3:2][O:3][c:4]1[cH:5][cH:6][c:7]([Mg+:10])[cH:8][cH:9]1.[O:21]1[CH2:22][CH2:23][CH2:24][CH2:25]1.[OH2:20]>>[CH3:2][O:3][c:4]1[cH:5][cH:6][c:7]([C:16]([c:15]2[cH:14][cH:13][c:12]([Br:11])[cH:19][cH:18]2)=[NH:17])[cH:8][cH:9]1. Starting materials: C(CCCCCCCCC)OC1=C(C=C(C(=O)Cl)C=C1)C(C)(C)C (4-(Decyloxy)-3-(1,1-dimethylethyl)benzoyl chloride), N1=C(C=CC=C1)CNC(C)=O (N-2-Pyridylmethylacetamide), [H-].[Na+] (sodium hydride). The solvent is O1CCCC1 (tetrahydrofuran). Yields the product C(C)(=O)N(C(C1=CC(=C(C=C1)OCCCCCCCCCC)C(C)(C)C)=O)CC1=NC=CC=C1 (N-Acetyl-4-(decyloxy)-3-(1,1-dimethylethyl)-N-(2-pyridinylmethyl)benzamide). The yield is 45.4%. Reaction SMILES: [CH2:1]([O:11][C:12]1[CH:20]=[CH:19][C:15]([C:16](Cl)=[O:17])=[CH:14][C:13]=1[C:21]([CH3:24])([CH3:23])[CH3:22])[CH2:2][CH2:3][CH2:4][CH2:5][CH2:6][CH2:7][CH2:8][CH2:9][CH3:10].[N:25]1[CH:30]=[CH:29][CH:28]=[CH:27][C:26]=1[CH2:31][NH:32][C:33](=[O:35])[CH3:34].[H-].[Na+]>O1CCCC1>[C:33]([N:32]([CH2:31][C:26]1[CH:27]=[CH:28][CH:29]=[CH:30][N:25]=1)[C:16](=[O:17])[C:15]1[CH:19]=[CH:20][C:12]([O:11][CH2:1][CH2:2][CH2:3][CH2:4][CH2:5][CH2:6][CH2:7][CH2:8][CH2:9][CH3:10])=[C:13]([C:21]([CH3:24])([CH3:23])[CH3:22])[CH:14]=1)(=[O:35])[CH3:34] |f:2.3|. Reported procedure: The title compound is prepared by the procedure of Example 27, using 2.9 g of product from Example 132, 1.3 g of product from Example 12, 0.433 g of 50% sodium hydride and 60 ml of dry tetrahydrofuran. The residue is purified by chromatography to give 1.74 g of the desired product as a yellow oil. Reactants: C(C1=CC=CC=C1)(C1=CC=CC=C1)C1N2CCC(C1=O)CC2 (Racemic 2-benzhydryl-3-quinuclidinone), C(C)(=O)O (acetic acid), C([C@H](O)[C@@H](O)C(=O)O)(=O)O (L-tartaric acid). Run in C(C)O (ethanol). Reaction conditions: time 1 hour. The product is C([C@H](O)[C@@H](O)C(=O)O)(=O)O.C(C1=CC=CC=C1)(C1=CC=CC=C1)[C@@H]1N2CCC(C1=O)CC2 ((2S)-Benzhydryl-3-quinuclidinone L-tartaric acid salt). As a reaction SMILES: [CH:1]([CH:14]1[C:19](=[O:20])[CH:18]2[CH2:21][CH2:22][N:15]1[CH2:16][CH2:17]2)([C:8]1[CH:13]=[CH:12][CH:11]=[CH:10][CH:9]=1)[C:2]1[CH:7]=[CH:6][CH:5]=[CH:4][CH:3]=1.C(O)(=O)C.[C:27]([OH:36])(=[O:35])[C@@H:28]([C@H:30]([C:32]([OH:34])=[O:33])[OH:31])[OH:29]>C(O)C>[C:27]([OH:36])(=[O:35])[C@@H:28]([C@H:30]([C:32]([OH:34])=[O:33])[OH:31])[OH:29].[CH:1]([C@H:14]1[C:19](=[O:20])[CH:18]2[CH2:17][CH2:16][N:15]1[CH2:22][CH2:21]2)([C:2]1[CH:7]=[CH:6][CH:5]=[CH:4][CH:3]=1)[C:8]1[CH:13]=[CH:12][CH:11]=[CH:10][CH:9]=1 |f:4.5|. Procedure details: Racemic 2-benzhydryl-3-quinuclidinone (52.45 g, 180 mmol) was dissolved in denatured ethanol (525 ml) with acetic acid (10.4 ml, 180 mmol) and L-tartaric acid (27 g, 180 mmol) was added. The mixture was heated to reflux for 12 hours and then allowed to cool to room temperature and held for one hour. The solids were collected and dried under vacuum at 40° C. for 12 hours. The yield of the desired salt was 69.9 g, 88% of theory. Starting materials: CC12C=CC(=O)C=C1CCC1C2C(=O)CC2(C)C(OS(C)(=O)=O)CCC12, CCO, ClC(Cl)Cl, SCc1ccc(Cl)cc1, [Na]. Product: CC12C=CC(=O)C=C1CCC1C2C(=O)CC2(C)C(SCc3ccc(Cl)cc3)CCC12. As a reaction SMILES: [CH3:14][S:15]([O:16][CH:19]1[C:20]2([CH3:21])[CH:22]([CH2:23][CH2:24]1)[CH:25]1[CH2:26][CH2:27][C:28]3=[CH:29][C:30](=[O:39])[CH:31]=[CH:32][C:33]3([CH3:34])[CH:35]1[C:36](=[O:38])[CH2:37]2)(=[O:17])=[O:18].[CH3:2][CH2:3][OH:4].[CH:40]([Cl:41])([Cl:42])[Cl:43].[Cl:5][c:6]1[cH:7][cH:8][c:9]([CH2:10][SH:11])[cH:12][cH:13]1.[Na:1]>>[Cl:5][c:6]1[cH:7][cH:8][c:9]([CH2:10][S:11][CH:19]2[C:20]3([CH3:21])[CH:22]([CH2:23][CH2:24]2)[CH:25]2[CH2:26][CH2:27][C:28]4=[CH:29][C:30](=[O:39])[CH:31]=[CH:32][C:33]4([CH3:34])[CH:35]2[C:36](=[O:38])[CH2:37]3)[cH:12][cH:13]1. Reactants: [C-]#N, O=Cc1ccc(Cl)c(F)c1, [Na+], [C-]#[N+]CS(=O)(=O)c1ccc(C)cc1. The product is Cc1ccc(S(=O)(=O)C2N=COC2c2ccc(Cl)c(F)c2)cc1. As a reaction SMILES: [C-:24]#[N:25].[Cl:14][c:15]1[c:16]([F:23])[cH:17][c:18]([CH:19]=[O:20])[cH:21][cH:22]1.[Na+:26].[S:1](=[O:2])(=[O:3])([c:4]1[cH:5][cH:6][c:7]([CH3:8])[cH:9][cH:10]1)[CH2:11][N+:12]#[C-:13]>>[S:1](=[O:2])(=[O:3])([c:4]1[cH:5][cH:6][c:7]([CH3:8])[cH:9][cH:10]1)[CH:11]1[N:12]=[CH:13][O:20][CH:19]1[c:18]1[cH:17][c:16]([F:23])[c:15]([Cl:14])[cH:22][cH:21]1. Reactants: FC=1C=C2C=C(NC2=CC1)C(=O)O (5-fluoroindole-2-carboxylic acid), CC(C)(C)NC1C(NCCN1)C1=NC=CN=C1 (3-(1,1-dimethylethylamino)-2-pyrazinylpiperazine). Product: CC(C)(C)NC1=NC=CN=C1N2CCN(CC2)C(=O)C3=CC4=C(N3)C=CC(=C4)F (1-[5-Fluoroindolyl-2-carbonyl]-4-[3-(1,1-dimethylethylamino)-2-pyrazinyl]piperazine). As a reaction SMILES: [F:1][C:2]1[CH:3]=[C:4]2[C:8](=[CH:9][CH:10]=1)[NH:7][C:6]([C:11]([OH:13])=O)=[CH:5]2.[CH3:14][C:15]([NH:18][CH:19]1[NH:24][CH2:23][CH2:22][NH:21][CH:20]1C1C=NC=CN=1)([CH3:17])[CH3:16]>>[CH3:17][C:15]([NH:18][C:19]1[C:20]([N:21]2[CH2:22][CH2:23][N:24]([C:11]([C:6]3[NH:7][C:8]4[CH:9]=[CH:10][C:2]([F:1])=[CH:3][C:4]=4[CH:5]=3)=[O:13])[CH2:19][CH2:20]2)=[N:21][CH:22]=[CH:23][N:24]=1)([CH3:14])[CH3:16]. Reported procedure: Following the general procedure of EXAMPLE 16 and making non-critical variations but starting with 5-fluoroindole-2-carboxylic acid (0.44 g) and 3-(1,1-dimethylethylamino)-2-pyrazinylpiperazine (2.50 mmol), a solid is obtained which is recrystallized from ethyl acetate to give the title compound.